Dataset: the Open Reaction Database (ORD), a public repository of structured organic reaction records. Task: describe an organic reaction: reactants, conditions, products, and yield The reactants are COCC(=O)NN (2-methoxyacetohydrazide), C1(CCC1)C1=CC(=C(C(=O)N2CCC(CC2)C2=CC=C(C#N)C=C2)C=C1C1=NN=C(N1)C)C (4-(1-(4-cyclobutyl-2-methyl-5-(5-methyl-4H-1,2,4-triazol-3-yl)benzoyl)piperidin-4-yl)benzonitrile), C1(CCC1)C1=CC(=C(C(=O)N2CCC(CC2)C2=CC=C(C#N)C=C2)C=C1C1=NN=C(N1)C)C (4-(1-(4-cyclobutyl-2-methyl-5-(5-methyl-4H-1,2,4-triazol-3-yl)benzoyl)piperidin-4-yl)benzonitrile), COCC(=O)NN (2-methoxyacetohydrazide). Product: C1(CCC1)C1=CC(=C(C(=O)N2CCC(CC2)C2=CC=C(C#N)C=C2)C=C1C1=NN=C(N1)COC)C (4-(1-(4-Cyclobutyl-5-(5-(methoxymethyl)-4H-1,2,4-triazol-3-yl)-2-methylbenzoyl)piperidin-4-yl)benzonitrile). As a reaction SMILES: [CH:1]1([C:5]2[C:26]([C:27]3[NH:31][C:30]([CH3:32])=[N:29][N:28]=3)=[CH:25][C:8]([C:9]([N:11]3[CH2:16][CH2:15][CH:14]([C:17]4[CH:24]=[CH:23][C:20]([C:21]#[N:22])=[CH:19][CH:18]=4)[CH2:13][CH2:12]3)=[O:10])=[C:7]([CH3:33])[CH:6]=2)[CH2:4][CH2:3][CH2:2]1.[CH3:34][O:35]CC(NN)=O>>[CH:1]1([C:5]2[C:26]([C:27]3[NH:31][C:30]([CH2:32][O:35][CH3:34])=[N:29][N:28]=3)=[CH:25][C:8]([C:9]([N:11]3[CH2:12][CH2:13][CH:14]([C:17]4[CH:24]=[CH:23][C:20]([C:21]#[N:22])=[CH:19][CH:18]=4)[CH2:15][CH2:16]3)=[O:10])=[C:7]([CH3:33])[CH:6]=2)[CH2:4][CH2:3][CH2:2]1. Procedure: The title compound was prepared using standard chemical manipulations and procedures similar to those used for the preparation of 4-(1-(4-cyclobutyl-2-methyl-5-(5-methyl-4H-1,2,4-triazol-3-yl)benzoyl)piperidin-4-yl)benzonitrile (compound 152) but using 2-methoxyacetohydrazide (compound 190.6) in place of acetohydrazide. m/z (ES+) 470 (M+H)+. 1H NMR (400 MHz, CDCl3): δ 12.15 (br s, 1H), 7.64-7.57 (m, 2H), 7.43 & 7.33 (2 singlets, amide rotamers, Ar—H, 1H), 7.30 (d, J=8.4 Hz, 2H), 7.20 (s, 1H), 5....